The task is: describe an organic reaction: reactants, conditions, products, and yield. This data is from the Open Reaction Database (ORD), a public repository of structured organic reaction records. Starting materials: S(=O)(Cl)Cl (thionyl chloride), BrC(S(=O)(=O)C=1C=C(C(=O)O)C=CC1)(Br)Br (3-tribromomethanesulfonylbenzoic acid). Solvent: CN(C=O)C (dimethylformamide). Product: BrC(S(=O)(=O)C=1C=C(C(=O)Cl)C=CC1)(Br)Br (3-tribromomethanesulfonyl benzoylchloride). Reaction SMILES: [Br:1][C:2]([Br:16])([Br:15])[S:3]([C:6]1[CH:7]=[C:8]([CH:12]=[CH:13][CH:14]=1)[C:9](O)=[O:10])(=[O:5])=[O:4].S(Cl)([Cl:19])=O>CN(C)C=O>[Br:1][C:2]([Br:16])([Br:15])[S:3]([C:6]1[CH:7]=[C:8]([CH:12]=[CH:13][CH:14]=1)[C:9]([Cl:19])=[O:10])(=[O:5])=[O:4]. Reported procedure: To 3-tribromomethanesulfonylbenzoic acid (B) obtained in the above-described (Step 1) are added dimethylformamide and thionyl chloride and the mixture is refluxed for one hour. The reaction mixture is filtered, and hexane is added to the filtrate to deposit crystals. The crystals are recovered by filtration and dried to obtain 3-tribromomethanesulfonyl benzoylchloride (C) as white crystals. Starting materials: FC=1C=CC=C(C1C(=O)O)O (6-fluorosalicylic acid), C([O-])([O-])=O.[K+].[K+] (potassium carbonate), CI (methyl iodide), CCOCC (ether). Run in CN(C=O)C (dimethylformamide). The product is FC1=C(C(=O)OC)C(=CC=C1)OC (Methyl 2-fluoro-6-methoxybenzoate). The yield is 98.0%. RXN SMILES: [F:1][C:2]1[CH:3]=CC=[C:6](O)[C:7]=1C(O)=O.[C:12](=[O:15])([O-])[O-:13].[K+].[K+].[CH3:18]I.C[CH2:21][O:22][CH2:23][CH3:24]>CN(C)C=O>[F:1][C:2]1[CH:7]=[CH:6][CH:24]=[C:23]([O:22][CH3:21])[C:3]=1[C:12]([O:13][CH3:18])=[O:15] |f:1.2.3|. Reported procedure: To a solution of 6-fluorosalicylic acid (5.00 g) in dimethylformamide (50 ml) was added anhydrous potassium carbonate (6.00 g) and methyl iodide (6.0 ml) with stirring at room temperature, then followed by vigorous stirring at room temperature for 12 hours. After the completion of the reaction, the reaction mixture was diluted by ether, washed with water and dried over anhydrous sodium sulphate. The solvent was evaporated under reduced pressure, to give the title compound (5.80 g, 98%) as an oil...